This data is from the Open Reaction Database (ORD), a public repository of structured organic reaction records. The task is: describe an organic reaction: reactants, conditions, products, and yield Starting materials: C(C)(C)(C)OC(=O)N1CC=2NC3=CC=CC=C3C2CC1 (2-t-butoxycarbonyl-2,3,4,9-tetrahydro-1H-pyrido[3,4-b]indole), [H-].[Na+] (sodium hydride), BrCC(=O)OC (methyl bromoacetate). Solvent: CN(C)C=O (DMF). Conditions: time 30 minute. The product is C(C)(C)(C)OC(=O)N1CC=2N(C3=CC=CC=C3C2CC1)CC(=O)OC (2-t-Butoxycarbonyl-9-methoxycarbonylmethyl-2,3,4,9-tetrahydro-1H-pyrido[3,4-b]indole). Yield: 76.6%. Reaction SMILES: [H-].[Na+].[C:3]([O:7][C:8]([N:10]1[CH2:22][CH2:21][C:20]2[C:19]3[C:14](=[CH:15][CH:16]=[CH:17][CH:18]=3)[NH:13][C:12]=2[CH2:11]1)=[O:9])([CH3:6])([CH3:5])[CH3:4].Br[CH2:24][C:25]([O:27][CH3:28])=[O:26]>CN(C=O)C>[C:3]([O:7][C:8]([N:10]1[CH2:22][CH2:21][C:20]2[C:19]3[C:14](=[CH:15][CH:16]=[CH:17][CH:18]=3)[N:13]([CH2:24][C:25]([O:27][CH3:28])=[O:26])[C:12]=2[CH2:11]1)=[O:9])([CH3:6])([CH3:4])[CH3:5] |f:0.1|. Procedure: A 218 mg (5.45 mmol) portion of sodium hydride was added to 12 ml of DMF solution containing 0.99 g (3.64 mmol) of 2-t-butoxycarbonyl-2,3,4,9-tetrahydro-1H-pyrido[3,4-b]indole, and the mixture was stirred at room temperature for 30 minutes, mixed with 0.52 ml (5.45 mmol) of methyl bromoacetate and again stirred overnight at room temperature. The reaction solution was extracted with ethyl acetate and washed with water. After drying (Na2SO4), the solvent was removed by evaporation under a reduced ...